Dataset: the Open Reaction Database (ORD), a public repository of structured organic reaction records. Task: describe an organic reaction: reactants, conditions, products, and yield Reactants: CCN=C=NCCCN(C)C, CN(C)c1ccncc1, NCCc1ccc(Cl)cc1, ClCCl, Cl, O=C(O)Cc1ccccc1F. The product is O=C(Cc1ccccc1F)NCCc1ccc(Cl)cc1. RXN SMILES: [CH3:23][N:24]([CH3:25])[CH2:26][CH2:27][CH2:28][N:29]=[C:30]=[N:31][CH2:32][CH3:33].[CH3:37][N:38]([CH3:39])[c:40]1[cH:41][cH:42][n:43][cH:44][cH:45]1.[Cl:12][c:13]1[cH:14][cH:15][c:16]([CH2:17][CH2:18][NH2:19])[cH:20][cH:21]1.[Cl:34][CH2:35][Cl:36].[ClH:22].[F:1][c:2]1[c:3]([CH2:8][C:9](=[O:10])[OH:11])[cH:4][cH:5][cH:6][cH:7]1>>[F:1][c:2]1[c:3]([CH2:8][C:9](=[O:11])[NH:19][CH2:18][CH2:17][c:16]2[cH:15][cH:14][c:13]([Cl:12])[cH:21][cH:20]2)[cH:4][cH:5][cH:6][cH:7]1.